From a dataset of the Open Reaction Database (ORD), a public repository of structured organic reaction records. describe an organic reaction: reactants, conditions, products, and yield Isolated yield 81.6%. Reaction conditions: time 2 hour. Procedure details: To a solution of 1-cyclopropyl-6-methoxylindole (3.29 g, 17.6 mmol) in dry DMF (30 mL), at 0° C., is added chlorosulfonyl isocyanate (3.11 g, 1.91 mL, 22.0 mmol). After the addition, the mixture is stirred at room temperature for 2 h, followed by aqueous work-up. Chromatography (silica gel, hexanes/EtOAc, 9/1) furnishes 3-cyano-1-cyclopropyl-6-methoxyindole (3.05 g, 82%). The product is hexanes EtOAc, C(#N)C1=CN(C2=CC(=CC=C12)OC)C1CC1 (3-cyano-1-cyclopropyl-6-methoxyindole). Starting materials: C1(CC1)N1C=CC2=CC=C(C=C12)OC (1-cyclopropyl-6-methoxylindole), ClS(=O)(=O)N=C=O (chlorosulfonyl isocyanate). As a reaction SMILES: [CH:1]1([N:4]2[C:12]3[C:7](=[CH:8][CH:9]=[C:10]([O:13][CH3:14])[CH:11]=3)[CH:6]=[CH:5]2)[CH2:3][CH2:2]1.ClS([N:19]=[C:20]=O)(=O)=O>CN(C=O)C>[C:20]([C:6]1[C:7]2[C:12](=[CH:11][C:10]([O:13][CH3:14])=[CH:9][CH:8]=2)[N:4]([CH:1]2[CH2:3][CH2:2]2)[CH:5]=1)#[N:19]. Run in CN(C)C=O (DMF). The yield is 77.0%. Product: free base, Cl.C(C=C)NC=1N=C(C2=C(N1)C(=CS2)C)N(CC=C)CC=C (2-Allylamino-4-diallylamino-7-methylthieno[3,2-d]pyrimidine hydrochloride). Starting materials: C(O)([O-])=O.[Na+] (sodium hydrogen carbonate), C(C=C)N(C=1C2=C(N=C(N1)Cl)C(=CS2)C)CC=C (4-diallylamino-2-chloro-7-methylthieno[3,2-d]pyrimidine), C(C=C)N (allylamine). RXN SMILES: [CH2:1]([N:4]([CH2:16][CH:17]=[CH2:18])[C:5]1[C:6]2[S:14][CH:13]=[C:12]([CH3:15])[C:7]=2[N:8]=[C:9]([Cl:11])[N:10]=1)[CH:2]=[CH2:3].[CH2:19]([NH2:22])[CH:20]=[CH2:21].C(=O)([O-])O.[Na+]>>[ClH:11].[CH2:19]([NH:22][C:9]1[N:10]=[C:5]([N:4]([CH2:16][CH:17]=[CH2:18])[CH2:1][CH:2]=[CH2:3])[C:6]2[S:14][CH:13]=[C:12]([CH3:15])[C:7]=2[N:8]=1)[CH:20]=[CH2:21] |f:2.3,4.5|. Procedure: In a sealed tube were heated 335 mg (1.2 mmol) of 4-diallylamino-2-chloro-7-methylthieno[3,2-d]pyrimidine and 1.10 g (19.2 mmol) of allylamine at 140° C. for 16 hours. After completion of the reaction, the reaction mixture was allowed to resume room temperature, and a saturated aqueous sodium hydrogen carbonate solution was added thereto, followed by extraction with ethyl acetate (50 ml×2). The organic layer was washed with brine and dried over anhydrous sodium sulfate, and then the solvent was ...